Dataset: the Open Reaction Database (ORD), a public repository of structured organic reaction records. Task: describe an organic reaction: reactants, conditions, products, and yield The reactants are [N+](=O)([O-])C1=CC=C(S1)C=O (5-nitro-2-formyl-thiophene), BrBr (bromine), C(C)(=O)O.C(C)(=O)[O-].[Na+] (acetic acid sodium acetate). The product is [N+](=O)([O-])C1=CC=C(S1)C(=O)O (5-nitro-2-thenoic acid). Yield: 98.5%. Reaction SMILES: [N+:1]([C:4]1[S:8][C:7]([CH:9]=[O:10])=[CH:6][CH:5]=1)([O-:3])=[O:2].BrBr.C(O)(=[O:15])C.C([O-])(=O)C.[Na+]>>[N+:1]([C:4]1[S:8][C:7]([C:9]([OH:15])=[O:10])=[CH:6][CH:5]=1)([O-:3])=[O:2] |f:2.3.4|. Procedure: As an example, a trial performed with 5-nitro-2-formyl-thiophene and bromine in a medium maintained at pH=4.6 by means of a acetic acid/sodium acetate mixture provided crude 5-nitro-2-thenoic acid in a yield of 98.5% or the pure acid in a yield of 81%. The reactants are C(C)O (ethanol), FC=1C=C(C=C(C1)F)C1=C(N=C2N(C1=O)C=CS2)C (6-(3,5-Difluorophenyl)-7-methyl-5H-[1,3]thiazolo[3,2-a]pyrimidin-5-one), FC(C=1C=C(C=CC1)B(O)O)(F)F (3-(trifluoromethyl)phenyl boronic acid), Pd[(C6H5)3P]4, C([O-])([O-])=O.[Na+].[Na+] (sodium carbonate). Reagents/catalysts: CC=1N=C2N(C(C1C1=CC=C(C#N)C=C1)=O)C=CS2 (4-(7-Methyl-5-oxo-5H-[1,3]thiazolo[3,2-a]pyrimidin-6-yl)benzonitrile). The solvent is C1(=CC=CC=C1)C (toluene), O (water). Yields the product CC=1N=C2N(C(C1C1=CC(=CC=C1)C(F)(F)F)=O)C=CS2 (7-Methyl-6-[3-(trifluoromethyl)phenyl]-5H-[1,3]thiazolo[3,2-a]pyrimidin-5-one). RXN SMILES: [F:1][C:2]([F:13])([F:12])[C:3]1[CH:4]=[C:5](B(O)O)[CH:6]=[CH:7][CH:8]=1.C(=O)([O-])[O-].[Na+].[Na+].C(O)C.FC1C=C([C:31]2[C:36](=[O:37])[N:35]3[CH:38]=[CH:39][S:40][C:34]3=[N:33][C:32]=2[CH3:41])C=C(F)C=1>C1(C)C=CC=CC=1.CC1N=C2SC=CN2C(=O)C=1C1C=CC(C#N)=CC=1.O>[CH3:41][C:32]1[N:33]=[C:34]2[S:40][CH:39]=[CH:38][N:35]2[C:36](=[O:37])[C:31]=1[C:5]1[CH:6]=[CH:7][CH:8]=[C:3]([C:2]([F:13])([F:12])[F:1])[CH:4]=1 |f:1.2.3|. Procedure details: The title compound was prepared by coupling reaction of Step 2 intermediate from Intermediate 4 (600 mg, 2.001 mmol) with 3-(trifluoromethyl)phenyl boronic acid (585 g, 3.020 mmol) in the presence of Pd[(C6H5)3P]4 (92 mg, 0.0812 mmol) and sodium carbonate (1.27 g, 12.061 mol) in a mixture of toluene, ethanol and water according to the procedure described in Intermediate 3, step 3 1.21 g yielded 18.5 g of the desired compound as a light yellow solid; 1H NMR (300 MHz, DMSO-d6) δ 2.18 (s, 3H), 7.53... Starting materials: ClC=1C2=C(N=C(N1)N1CCN(CC1)C1=CC=CC=C1)CCS2 (4-chloro-2-(4-phenylpiperazin-1-yl)-6,7-dihydrothieno[3,2-d]pyrimidine), C(CC)N (n-propylamine). Solvent: O (water). Product: C1(=CC=CC=C1)N1CCN(CC1)C=1N=C(C2=C(N1)CCS2)CCCN ([2-(4-phenylpiperazin-1-yl)-6,7-dihydrothieno[3,2-d]pyrimidine-4-yl]propylamine). The yield is 76.0%. As a reaction SMILES: Cl[C:2]1[C:3]2[S:22][CH2:21][CH2:20][C:4]=2[N:5]=[C:6]([N:8]2[CH2:13][CH2:12][N:11]([C:14]3[CH:19]=[CH:18][CH:17]=[CH:16][CH:15]=3)[CH2:10][CH2:9]2)[N:7]=1.[CH2:23]([NH2:26])[CH2:24][CH3:25]>O>[C:14]1([N:11]2[CH2:12][CH2:13][N:8]([C:6]3[N:7]=[C:2]([CH2:25][CH2:24][CH2:23][NH2:26])[C:3]4[S:22][CH2:21][CH2:20][C:4]=4[N:5]=3)[CH2:9][CH2:10]2)[CH:19]=[CH:18][CH:17]=[CH:16][CH:15]=1. Reported procedure: 0.83 g (2.5 mmol) of 4-chloro-2-(4-phenylpiperazin-1-yl)-6,7-dihydrothieno[3,2-d]pyrimidine (V) is combined with 8.3 mL of n-propylamine, reacted for 0.2 hours at 130° C. in the microwave. Then the reaction mixture is added to water and extracted with dichloromethane. The organic phase is concentrated by evaporation, the residue is crystallized. The aqueous phase is extracted with ethyl acetate, the organic phase evaporated to dryness. The solids are combined and stirred with methanol. 0.68 g of... Starting materials: CC(=O)O[BH-](OC(C)=O)OC(C)=O, CC(=O)O, CO, O=CCC1CC1, ClCCl, [Na+], O=C1CCCN1c1ccc(-n2cc3c(n2)CCNCC3)cc1. The product is O=C1CCCN1c1ccc(-n2cc3c(n2)CCN(CC2CC2)CC3)cc1. Reaction SMILES: [C:33]([O:34][BH-:35]([O:36][C:37](=[O:38])[CH3:39])[O:40][C:41](=[O:42])[CH3:43])(=[O:44])[CH3:45].[CH3:29][C:30](=[O:31])[OH:32].[CH3:50][OH:51].[CH:23]1([CH2:26][CH:27]=[O:28])[CH2:24][CH2:25]1.[Cl:47][CH2:48][Cl:49].[Na+:46].[n:1]1[n:2](-[c:11]2[cH:12][cH:13][c:14]([N:17]3[C:18](=[O:22])[CH2:19][CH2:20][CH2:21]3)[cH:15][cH:16]2)[cH:3][c:4]2[c:5]1[CH2:6][CH2:7][NH:8][CH2:9][CH2:10]2>>[n:1]1[n:2](-[c:11]2[cH:12][cH:13][c:14]([N:17]3[C:18](=[O:22])[CH2:19][CH2:20][CH2:21]3)[cH:15][cH:16]2)[cH:3][c:4]2[c:5]1[CH2:6][CH2:7][N:8]([CH2:26][CH:23]1[CH2:24][CH2:25]1)[CH2:9][CH2:10]2. Starting materials: ClC=1C=[N+](C=CC1CC)[O-] (3-chloro-4-ethylpyridine-N-oxide), ClC1=CC(=NC=C1)C#N (4-chloro-2-pyridinecarbonitrile). Product: ClC=1C(=NC=CC1CC)C#N (3-Chloro-4-ethyl-2-pyridinecarbonitrile). As a reaction SMILES: [Cl:1][C:2]1[CH:3]=[N+:4]([O-])[CH:5]=[CH:6][C:7]=1[CH2:8][CH3:9].ClC1C=C[N:15]=[C:14](C#N)C=1>>[Cl:1][C:2]1[C:3]([C:14]#[N:15])=[N:4][CH:5]=[CH:6][C:7]=1[CH2:8][CH3:9]. Procedure details: The title compound was prepared from 3-chloro-4-ethylpyridine-N-oxide according to the procedure for preparing 4-chloro-2-pyridinecarbonitrile described in Example 33.